From a dataset of the Open Reaction Database (ORD), a public repository of structured organic reaction records. describe an organic reaction: reactants, conditions, products, and yield The product is O=[N+]([O-])Cc1ncc(C(F)(F)F)cc1Cl. RXN SMILES: [C:26]([CH3:27])([CH3:28])([CH3:29])[O-:30].[C:32]([O-:33])([CH3:34])([CH3:35])[CH3:36].[CH3:40][S:41]([CH3:42])=[O:43].[Cl:14][c:15]1[c:16]([Cl:17])[cH:18][c:19]([C:20]([F:21])([F:22])[F:23])[cH:24][n:25]1.[K+:31].[K+:39].[N+:44]([CH3:45])([O-:46])=[O:47].[NH2:1][CH2:2][c:3]1[n:4][cH:5][c:6]([C:10]([F:11])([F:12])[F:13])[cH:7][c:8]1[Cl:9].[Na+:37].[OH-:38]>>[N+:1]([CH2:2][c:3]1[n:4][cH:5][c:6]([C:10]([F:11])([F:12])[F:13])[cH:7][c:8]1[Cl:9])([O-:30])=[O:38]. The reactants are CC(C)(C)[O-], CC(C)(C)[O-], CS(C)=O, FC(F)(F)c1cnc(Cl)c(Cl)c1, [K+], [K+], C[N+](=O)[O-], NCc1ncc(C(F)(F)F)cc1Cl, [Na+], [OH-]. Isolated yield 69.8%. The product is C(C)(C)(C)OC(NCC1(CC12CCCCC2)C2=NOC(N2)=O)=O ([1-(5-oxo-4,5-dihydro-[1,2,4]oxadiazol-3-yl)-spiro[2.5]oct-1-ylmethyl]-carbamic acid tert-butyl ester). Procedure details: To a solution of [1-(N-hydroxycarbamimidoyl)-spiro[2.5]oct-1-ylmethyl]-carbamic acid tert-butyl ester (5.8 g, 19.5 mmol) in THF (250 mL) was added CDI (4.74 g, 29.3 mmol). After 3 hours at reflux another portion of CDI (1 g) was added. The solution was heated to reflux for an additional 4 hours and then the solvent was removed under reduced pressure. The residue was partitioned between ether (200 mL) and 1N NaOH (75 mL). The organic layer was extracted with 1N NaOH (2×75 mL). The combined aqueou... As a reaction SMILES: [C:1]([O:5][C:6](=[O:21])[NH:7][CH2:8][C:9]1([C:17](=[NH:20])[NH:18][OH:19])[C:11]2([CH2:16][CH2:15][CH2:14][CH2:13][CH2:12]2)[CH2:10]1)([CH3:4])([CH3:3])[CH3:2].C1N=CN([C:27](N2C=NC=C2)=[O:28])C=1>C1COCC1>[C:1]([O:5][C:6](=[O:21])[NH:7][CH2:8][C:9]1([C:17]2[NH:20][C:27](=[O:28])[O:19][N:18]=2)[C:11]2([CH2:16][CH2:15][CH2:14][CH2:13][CH2:12]2)[CH2:10]1)([CH3:4])([CH3:2])[CH3:3]. Run in C1CCOC1 (THF). The reactants are C(C)(C)(C)OC(NCC1(CC12CCCCC2)C(NO)=N)=O ([1-(N-hydroxycarbamimidoyl)-spiro[2.5]oct-1-ylmethyl]-carbamic acid tert-butyl ester), C1=CN(C=N1)C(=O)N2C=CN=C2 (CDI), C1=CN(C=N1)C(=O)N2C=CN=C2 (CDI).